Dataset: the Open Reaction Database (ORD), a public repository of structured organic reaction records. Task: describe an organic reaction: reactants, conditions, products, and yield Starting materials: SC=1SC=CN1 (2-Mercaptothiazole), BrC(C(CCBr)F)(F)F (1,4-dibromo-1,1,2-trifluorobutane), C([O-])([O-])=O.[K+].[K+] (potassium carbonate). The solvent is CC(=O)C (acetone). Run at time 1.5 hour. Product: BrC(C(CCSC=1SC=CN1)F)(F)F (2-(4-bromo-3,4,4-trifluorobutylthio)thiazole). Isolated yield 96.5%. Reaction SMILES: [SH:1][C:2]1[S:3][CH:4]=[CH:5][N:6]=1.[Br:7][C:8]([F:15])([F:14])[CH:9]([F:13])[CH2:10][CH2:11]Br.C(=O)([O-])[O-].[K+].[K+]>CC(C)=O>[Br:7][C:8]([F:15])([F:14])[CH:9]([F:13])[CH2:10][CH2:11][S:1][C:2]1[S:3][CH:4]=[CH:5][N:6]=1 |f:2.3.4|. Procedure details: 2-Mercaptothiazole (11.7 g) in acetone (30 cm3) containing 1,4-dibromo-1,1,2-trifluorobutane (27.0 g) was treated portionwise with anhydrous potassium carbonate (13.8 g) under an atmosphere of nitrogen. The reaction was stirred for 1.5 hours, filtered and the insolubles washed with further acetone (4×25 cm3). The filtrate was evaporated under reduced pressure and the residue fractionated by chromatography (silica, eluant 10% ethyl acetate in hexane) to give 2-(4-bromo-3,4,4-trifluorobutylthio)th...